Dataset: the Open Reaction Database (ORD), a public repository of structured organic reaction records. Task: describe an organic reaction: reactants, conditions, products, and yield Reactants: Brc1ccc2cc[nH]c2c1, CC(C)[Si](Cl)(C(C)C)C(C)C, [H-], [Na+], CN(C)C=O. Yields the product CC(C)[Si](C(C)C)(C(C)C)n1ccc2ccc(Br)cc21. RXN SMILES: [Br:1][c:2]1[cH:3][cH:4][c:5]2[cH:6][cH:7][nH:8][c:9]2[cH:10]1.[CH:13]([CH3:14])([CH3:15])[Si:16]([CH:17]([CH3:18])[CH3:19])([CH:20]([CH3:21])[CH3:22])[Cl:23].[H-:12].[Na+:11].[O:24]=[CH:25][N:26]([CH3:27])[CH3:28]>>[Br:1][c:2]1[cH:3][cH:4][c:5]2[cH:6][cH:7][n:8]([Si:16]([CH:13]([CH3:14])[CH3:15])([CH:17]([CH3:18])[CH3:19])[CH:20]([CH3:21])[CH3:22])[c:9]2[cH:10]1. The reactants are CCOc1ccc(S(=O)(=O)NC(CC(=O)OCc2ccccc2)CN(C)C)cc1NC(=O)N1CCOCC1, CI. Yields the product CCOc1ccc(S(=O)(=O)NC(CC(=O)OCc2ccccc2)C[N+](C)(C)C)cc1NC(=O)N1CCOCC1, [I-]. As a reaction SMILES: [CH3:1][N:2]([CH2:3][CH:4]([CH2:5][C:6](=[O:7])[O:8][CH2:9][c:10]1[cH:11][cH:12][cH:13][cH:14][cH:15]1)[NH:16][S:17](=[O:18])(=[O:19])[c:20]1[cH:21][c:22]([NH:29][C:30](=[O:31])[N:32]2[CH2:33][CH2:34][O:35][CH2:36][CH2:37]2)[c:23]([O:26][CH2:27][CH3:28])[cH:24][cH:25]1)[CH3:38].[CH3:39][I:40]>>[CH3:1][N+:2]([CH2:3][CH:4]([CH2:5][C:6](=[O:7])[O:8][CH2:9][c:10]1[cH:11][cH:12][cH:13][cH:14][cH:15]1)[NH:16][S:17](=[O:18])(=[O:19])[c:20]1[cH:21][c:22]([NH:29][C:30](=[O:31])[N:32]2[CH2:33][CH2:34][O:35][CH2:36][CH2:37]2)[c:23]([O:26][CH2:27][CH3:28])[cH:24][cH:25]1)([CH3:38])[CH3:39].[I-:40]. Starting materials: CC(=O)Nc1nc(C(=O)N(c2ccccc2)c2ccccc2)c2ncn(COCC[Se]c3ccccc3)c2n1, O=C([O-])O, CCN(C(C)C)C(C)C, [Na+], C1COCCO1, OO. Yields the product C=COCn1cnc2c(C(=O)N(c3ccccc3)c3ccccc3)nc(NC(C)=O)nc21. As a reaction SMILES: [C:1]([CH3:2])(=[O:3])[NH:4][c:5]1[n:6][c:7]([C:25]([N:26]([c:27]2[cH:28][cH:29][cH:30][cH:31][cH:32]2)[c:33]2[cH:34][cH:35][cH:36][cH:37][cH:38]2)=[O:39])[c:8]2[n:9][cH:10][n:11]([CH2:14][O:15][CH2:16][CH2:17][Se:18][c:19]3[cH:20][cH:21][cH:22][cH:23][cH:24]3)[c:12]2[n:13]1.[C:42](=[O:43])([OH:44])[O-:45].[CH:47]([N:48]([CH:49]([CH3:50])[CH3:51])[CH2:52][CH3:53])([CH3:54])[CH3:55].[Na+:46].[O:56]1[CH2:57][CH2:58][O:59][CH2:60][CH2:61]1.[OH:40][OH:41]>>[C:1]([CH3:2])(=[O:3])[NH:4][c:5]1[n:6][c:7]([C:25]([N:26]([c:27]2[cH:28][cH:29][cH:30][cH:31][cH:32]2)[c:33]2[cH:34][cH:35][cH:36][cH:37][cH:38]2)=[O:39])[c:8]2[n:9][cH:10][n:11]([CH2:14][O:15][CH:16]=[CH2:17])[c:12]2[n:13]1. The reactants are C1(CCCC1)N (cyclopentylamine), NC1=NC(=C(N=C1Cl)C#N)C#N (2-amino-3-chloro-5,6-dicyanopyrazine), O (water). Solvent: O1CCCC1 (tetrahydrofuran). Run at temperature 40 celsius, time 1 hour. The product is NC1=NC(=C(N=C1NC1CCCC1)C#N)C#N (2-amino-3-cyclopentylamino-5,6-dicyanopyrazine). Isolated yield 93.4%. RXN SMILES: [NH2:1][C:2]1[C:7](Cl)=[N:6][C:5]([C:9]#[N:10])=[C:4]([C:11]#[N:12])[N:3]=1.[CH:13]1([NH2:18])[CH2:17][CH2:16][CH2:15][CH2:14]1.O>O1CCCC1>[NH2:1][C:2]1[C:7]([NH:18][CH:13]2[CH2:17][CH2:16][CH2:15][CH2:14]2)=[N:6][C:5]([C:9]#[N:10])=[C:4]([C:11]#[N:12])[N:3]=1. Reported procedure: 4.2 g (0.023 mol) of 2-amino-3-chloro-5,6-dicyanopyrazine was dissolved in 50 ml of dry tetrahydrofuran, and 4.0 g (0.047 mol) of cyclopentylamine was dropwise added thereto at room temperature. After completion of the dropwise addition, the mixture was stirred at 40° C. for 1 hour, and the reaction solution was poured into 500 ml of water. The precipitated solid was collected by filtration and recrystallized from isobutyl alcohol to obtain 4.9 g of slightly yellow crystals (yield: 93.4%, decomp...